This data is from the Open Reaction Database (ORD), a public repository of structured organic reaction records. The task is: describe an organic reaction: reactants, conditions, products, and yield As a reaction SMILES: [B-:23]([F:24])([F:25])([F:26])[F:27].[CH3:28][N:29]([CH3:30])[C:31]([C:32]([O:33][CH2:34][CH3:35])=[O:36])=[CH:37][CH:38]=[N+:39]([CH3:40])[CH3:41].[CH3:42][CH2:43][OH:44].[c:1]1([C:7]([C:8](=[CH:9][CH:10]=[C:11]([C:12](=[O:13])[O:14][CH2:15][CH3:16])[N:17]([CH3:18])[CH3:19])[S:20][CH3:21])=[O:22])[cH:2][cH:3][cH:4][cH:5][cH:6]1>>[c:1]1([C:7]([C:8](=[CH:9][CH:10]=[C:11]([C:12](=[O:13])[O:14][CH2:15][CH3:16])[N:17]([CH3:18])[CH3:19])[S:20][CH3:21])=[O:22])[cH:2][cH:3][c:4]([F:24])[cH:5][cH:6]1. The reactants are F[B-](F)(F)F, CCOC(=O)C(=CC=[N+](C)C)N(C)C, CCO, CCOC(=O)C(=CC=C(SC)C(=O)c1ccccc1)N(C)C. Product: CCOC(=O)C(=CC=C(SC)C(=O)c1ccc(F)cc1)N(C)C. The reactants are CC(C)=O, CCOC(=O)CNC1CC1, Cl, O. The product is O=C(O)CNC1CC1, Cl. Reaction SMILES: [CH3:13][C:14](=[O:15])[CH3:16].[CH:1]1([NH:4][CH2:5][C:6](=[O:7])[O:8][CH2:9][CH3:10])[CH2:2][CH2:3]1.[ClH:11].[OH2:12]>>[CH:1]1([NH:4][CH2:5][C:6](=[O:7])[OH:8])[CH2:2][CH2:3]1.[ClH:11]. Reactants: BrC=1C=CC=2N3C4=C(C=C(C=C4SC2C1)O)C(C(=C3)CC=3C=NC=CC3)=O (9-bromo-5-hydroxy-2-(3-pyridylmethyl)-3H-pyrido[3,2,1-kl]phenothiazin-3-one), BrCCCO (3-bromopropanol). The product is BrC=1C=CC=2N3C4=C(C=C(C=C4SC2C1)OCCCO)C(C(=C3)CC=3C=NC=CC3)=O (9-bromo-5-(3-hydroxypropyloxy)-2-(3-pyridylmethyl)-3H-pyrido[3,2,1-kl]phenothiazin-3-one). Isolated yield 53.0%. RXN SMILES: [Br:1][C:2]1[CH:3]=[CH:4][C:5]2[N:6]3[CH:19]=[C:18]([CH2:20][C:21]4[CH:22]=[N:23][CH:24]=[CH:25][CH:26]=4)[C:17](=[O:27])[C:8]4[CH:9]=[C:10]([OH:16])[CH:11]=[C:12]([S:13][C:14]=2[CH:15]=1)[C:7]3=4.Br[CH2:29][CH2:30][CH2:31][OH:32]>>[Br:1][C:2]1[CH:3]=[CH:4][C:5]2[N:6]3[CH:19]=[C:18]([CH2:20][C:21]4[CH:22]=[N:23][CH:24]=[CH:25][CH:26]=4)[C:17](=[O:27])[C:8]4[CH:9]=[C:10]([O:16][CH2:29][CH2:30][CH2:31][OH:32])[CH:11]=[C:12]([S:13][C:14]=2[CH:15]=1)[C:7]3=4. Reported procedure: According to Example 34, the compound (120 mg) produced in Example 54 was reacted with 3-bromopropanol (0.04 mL) to obtain the title compound (72 mg; 53%). Starting materials: ClC1=NC=CC(=C1C=O)Cl (2,4-dichloropyridine-3-carbaldehyde), O.NN (hydrazine monohydrate). The solvent is COCCOC (DME). Reaction conditions: temperature 75 celsius, time 8 hour. Yields the product ClC1=NC=CC2=C1C=NN2 (4-chloro-1H-pyrazolo[4,3-c]pyridine). Yield: 65.5%. As a reaction SMILES: [Cl:1][C:2]1[C:7]([CH:8]=O)=[C:6](Cl)[CH:5]=[CH:4][N:3]=1.O.[NH2:12][NH2:13]>COCCOC>[Cl:1][C:2]1[C:7]2[CH:8]=[N:12][NH:13][C:6]=2[CH:5]=[CH:4][N:3]=1 |f:1.2|. Procedure details: To a solution of 2,4-dichloropyridine-3-carbaldehyde (7.0 g) in DME (70 mL) was added hydrazine monohydrate (8.0 g) at room temperature. The reaction mixture was stirred overnight at 75° C., and concentrated under reduced pressure. The residue was purified by silica gel column chromatography (ethyl acetate/petroleum ether) to give the title compound (4.0 g). Starting materials: CN1C(=S)N(C(=O)C(C1=O)C(=O)OCC)C (1,3-dimethyl-5-ethoxycarbonyl-2-thiobarbituric acid), ClC1=CC(=C(N)C=C1)OC1=C(C=CC=C1Cl)Cl (4-chloro-2-(2,6-dichlorophenoxy)aniline), C(C)O (ethanol). Solvent: CN(C=O)C (dimethylformamide). Run at time 6 hour. The product is CN1C(=S)N(C(=O)C(C1=O)C(NC1=C(C=C(C=C1)Cl)OC1=C(C=CC=C1Cl)Cl)=O)C (1,3-Dimethyl-5-[4-chloro- 2-(2,6-dichlorophenoxy)phenylcarbamoyl]-2-thiobarbituric acid). RXN SMILES: [CH3:1][N:2]1[C:9](=[O:10])[CH:8]([C:11]([O:13]CC)=O)[C:6](=[O:7])[N:5]([CH3:16])[C:3]1=[S:4].[Cl:17][C:18]1[CH:24]=[CH:23][C:21]([NH2:22])=[C:20]([O:25][C:26]2[C:31]([Cl:32])=[CH:30][CH:29]=[CH:28][C:27]=2[Cl:33])[CH:19]=1.C(O)C>CN(C)C=O>[CH3:16][N:5]1[C:6](=[O:7])[CH:8]([C:11](=[O:13])[NH:22][C:21]2[CH:23]=[CH:24][C:18]([Cl:17])=[CH:19][C:20]=2[O:25][C:26]2[C:27]([Cl:33])=[CH:28][CH:29]=[CH:30][C:31]=2[Cl:32])[C:9](=[O:10])[N:2]([CH3:1])[C:3]1=[S:4]. Procedure: 2.5 g (10 mmol) of 1,3-dimethyl-5-ethoxycarbonyl-2-thiobarbituric acid, 2.9 g (10 mmol) of 4-chloro-2-(2,6-dichlorophenoxy)aniline, 40 ml of ethanol and 3 ml of dimethylformamide are mixed and then boiled under reflux with stirring for 6 hours. The reaction mixture is then cooled and the resultant crystalline precipitate is isolated by filtration. If necessary, the crystalline precipitate can be recrystallised from a mixture of dioxane and ethanol. Melting point 254°-257° C.